Dataset: the Open Reaction Database (ORD), a public repository of structured organic reaction records. Task: describe an organic reaction: reactants, conditions, products, and yield Reactants: Cl (HCl), O1CCOCC1 (dioxane), ice, FC1(C[C@H]2N(C(OC2)(C)C)C1=O)F ((R)-6,6-difluoro-3,3-dimethyltetrahydropyrrolo[1,2-c]oxazol-5(3H)-one), FC1(C[C@H]2N(C(OC2)(C)C)C1=O)F ((R)-6,6-difluoro-3,3-dimethyltetrahydropyrrolo[1,2-c]oxazol-5(3H)-one), CO (methanol). Run at time 16 hour. The product is N[C@H](CC(C(=O)OC)(F)F)CO ((R)-methyl 4-amino-2,2-difluoro-5-hydroxypentanoate). Reaction SMILES: [F:1][C:2]1([F:13])C(=O)[N:5]2C(C)(C)[O:7][CH2:8][C@H:4]2[CH2:3]1.Cl.[O:15]1CCOC[CH2:16]1.[CH3:21][OH:22]>>[NH2:5][C@@H:4]([CH2:8][OH:7])[CH2:3][C:2]([F:13])([F:1])[C:21]([O:15][CH3:16])=[O:22]. Procedure: To an ice-cooled solution consisting of (R)-6,6-difluoro-3,3-dimethyltetrahydropyrrolo[1,2-c]oxazol-5(3H)-one (intermediate 6, 1.28 g, 6.70 mmol) in methanol (20 mL) was added dropwise 4N HCl in dioxane (3.0 mL, 12 mmol) and stirred at room temperature for 16 hours. The resulting mixture was concentrated and the product concentrate used without purification; TLC Rf 0.60 (solvent system 93:7 v/v dichloromethane-methanol). Reactants: ClC=1C=C(C=NC1OC(C)C)C(=O)OC(C)C (1-methylethyl 5-chloro-6-[(1-methylethyl)oxy]-3-pyridinecarboxylate), [OH-].[Na+] (sodium hydroxide). Solvent: C(C)(C)O (isopropanol), O (water). Run at time 3 hour. Product: ClC=1C=C(C=NC1OC(C)C)C(=O)O (5-Chloro-6-[(1-methylethyl)oxy]-3-pyridinecarboxylic acid). The yield is 97.1%. RXN SMILES: [Cl:1][C:2]1[CH:3]=[C:4]([C:12]([O:14]C(C)C)=[O:13])[CH:5]=[N:6][C:7]=1[O:8][CH:9]([CH3:11])[CH3:10].[OH-].[Na+]>C(O)(C)C.O>[Cl:1][C:2]1[CH:3]=[C:4]([C:12]([OH:14])=[O:13])[CH:5]=[N:6][C:7]=1[O:8][CH:9]([CH3:11])[CH3:10] |f:1.2|. Procedure: 1-methylethyl 5-chloro-6-[(1-methylethyl)oxy]-3-pyridinecarboxylate (D60) (1.6 g, 6.21 mmol) in isopropanol (70 ml) and water (35.0 ml) was treated with 2N sodium hydroxide (6.21 ml, 12.42 mmol) and stirred for 3 hours to give a single product. Evaporated off the IPA, acidified with glacial acetic acid and extracted product into EtOAc (100 ml). Dried over MgSO4 and evaporated off the solvent to yield 1.30 g of the title compound as a white solid. MS (ES) C9H1035ClNO3 requires 215; found 214 (M−H... RXN SMILES: [N-:1]=[C:2]=[O:3].[CH2:4]([O:7][C:8](=[O:12])[C@H:9]([CH3:11])[NH2:10])[CH:5]=[CH2:6].[N:13]1[CH:18]=[CH:17][CH:16]=[CH:15][CH:14]=1.Cl.N[OH:21].C(OC)(OC)OC.[CH2:29]1COC[CH2:30]1>CO>[OH:21][N:13]=[CH:18][C:17]1[CH:30]=[CH:29][C:14]([NH:1][C:2]([NH:10][CH:9]([C:8]([O:7][CH2:4][CH:5]=[CH2:6])=[O:12])[CH3:11])=[O:3])=[CH:15][CH:16]=1 |f:0.1,3.4|. Product: ON=CC1=CC=C(C=C1)NC(=O)NC(C)C(=O)OCC=C (N-[4-(hydroxyiminomethyl)phenyl]-N'-[1-(allyloxycarbonyl)ethyl]urea). Starting materials: Cl.NO (hydroxylamine hydrochloride), C(OC)(OC)OC (trimethyl orthoformate), p-aminobenzaldehyde ethylene glycol acetal, [N-]=C=O.C(C=C)OC([C@@H](N)C)=O (alanine allyl ester isocyanate), N1=CC=CC=C1 (pyridine), C1CCOC1 (THF), C1CCOC1 (THF). The solvent is CO (CH3OH). Run at time 2 hour. Reported procedure: A solution of 0.1 mol of p-aminobenzaldehyde ethylene glycol acetal in 100 mL of anhydrous THF is added dropwise over 10 minutes to a solution of 0.1 mol of alanine allyl ester isocyanate and 0.35 moI pyridine in 100 mL THF at room temperature under N2. The reaction mixture is stirred at room temperature for 2 hours. After 2 hours the solvent is removed by rotary evaporator. A solution of 0.11 mmol hydroxylamine hydrochloride and 0.1 mol trimethyl orthoformate in CH3OH is added, and the reaction... The reagents and catalysts are O=[Mn]=O (MnO2). Procedure details: To a solution of 6-(hydroxymethyl)-7-methyl-2H-pyrido[3,2-b][1,4]thiazin-3(4H)-one (290 mg, 1.38 mmol) in MeCl2 (20 mL) and was added MnO2 (1.2 g, 13.8 mmol). The reaction was vigorously stirred at RT for 12 h and then filtered and the solvent was removed at reduced pressure. Purification provided 176 mg of the desired aldehyde: MS (ES) m/z 209 (M+H)+. Run at time 12 hour. Isolated yield 61.2%. The product is CC1=CC=2SCC(NC2N=C1C=O)=O (7-Methyl-3-oxo-3,4-dihydro-2H-pyrido[3,2-b][1,4]thiazine-6-carbaldehyde). RXN SMILES: [OH:1][CH2:2][C:3]1[C:4]([CH3:14])=[CH:5][C:6]2[S:7][CH2:8][C:9](=[O:13])[NH:10][C:11]=2[N:12]=1>C(Cl)Cl.O=[Mn]=O>[CH3:14][C:4]1[C:3]([CH:2]=[O:1])=[N:12][C:11]2[NH:10][C:9](=[O:13])[CH2:8][S:7][C:6]=2[CH:5]=1. Reactants: OCC=1C(=CC=2SCC(NC2N1)=O)C (6-(hydroxymethyl)-7-methyl-2H-pyrido[3,2-b][1,4]thiazin-3(4H)-one). Run in C(Cl)Cl (MeCl2). Starting materials: C(C1=CC=CC=C1)OC1=C(N=C2N(C1=O)CCN2C(C)C)C(=O)O (6-(benzyloxy)-1-isopropyl-5-oxo-1,2,3,5-tetrahydroimidazo[1,2-a]pyrimidine-7-carboxylic acid), FC1=CC=C(CN)C=C1 (4-fluorobenzylamine), intermediate 3. Yields the product FC1=CC=C(CNC(=O)C=2N=C3N(C(C2OCC2=CC=CC=C2)=O)CCN3C(C)C)C=C1 (N-(4-Fluorobenzyl)-6-(benzyloxy)-1-isopropyl-5-oxo-1,2,3,5-tetrahydroimidazo[1,2-a]pyrimidine-7-carboxamide). The yield is 96.9%. As a reaction SMILES: [CH2:1]([O:8][C:9]1[C:14](=[O:15])[N:13]2[CH2:16][CH2:17][N:18]([CH:19]([CH3:21])[CH3:20])[C:12]2=[N:11][C:10]=1[C:22]([OH:24])=O)[C:2]1[CH:7]=[CH:6][CH:5]=[CH:4][CH:3]=1.[F:25][C:26]1[CH:33]=[CH:32][C:29]([CH2:30][NH2:31])=[CH:28][CH:27]=1>>[F:25][C:26]1[CH:33]=[CH:32][C:29]([CH2:30][NH:31][C:22]([C:10]2[N:11]=[C:12]3[N:18]([CH:19]([CH3:21])[CH3:20])[CH2:17][CH2:16][N:13]3[C:14](=[O:15])[C:9]=2[O:8][CH2:1][C:2]2[CH:3]=[CH:4][CH:5]=[CH:6][CH:7]=2)=[O:24])=[CH:28][CH:27]=1. Procedure details: Coupling of 6-(benzyloxy)-1-isopropyl-5-oxo-1,2,3,5-tetrahydroimidazo[1,2-a]pyrimidine-7-carboxylic acid (0.300 g, 0.91 mmol) and 4-fluorobenzylamine (0.120 g, 0.96 mmol) as described for the synthesis of intermediate 3 gave 0.385 g (96% yield) of the title amide as white crystals; mp 166-167° C. (ethyl acetate). 1HNMR 400 MHz (CDCl3) δ (ppm): 1.23 (6H, d, J=6.8 Hz, 2×CH3), 3.67 (2H, t, J=9 Hz, CH2), 4.14 (2H, t, J=9 Hz, CH2), 4.42 (1H, m, CH), 4.50 (2H, d, J=6.0 Hz, NCH2), 5.09 (2H, s, OCH2), 7...